This data is from the Open Reaction Database (ORD), a public repository of structured organic reaction records. The task is: describe an organic reaction: reactants, conditions, products, and yield Reactants: [N+](=O)([O-])C1=CC=C(C=C1)NC(=O)N (4-nitrophenylurea), NCC1C(OC(C1)OC)OC (3-aminomethyl-2,5-dimethoxytetrahydrofuran). The solvent is C(Cl)Cl (methylene chloride), C(Cl)Cl (methylene chloride). Conditions: time 1 hour. Yields the product COC1OC(CC1CNC(=O)NC1=CC=C(C=C1)[N+](=O)[O-])OC (N-(2,5-Dimethoxytetrahydrofuran-3-yl)methyl-N'-(4-nitrophenyl)urea). Yield: 92.2%. As a reaction SMILES: [N+:1]([C:4]1[CH:9]=[CH:8][C:7]([NH:10][C:11]([NH2:13])=[O:12])=[CH:6][CH:5]=1)([O-:3])=[O:2].N[CH2:15][CH:16]1[CH2:20][CH:19]([O:21][CH3:22])[O:18][CH:17]1[O:23][CH3:24]>C(Cl)Cl>[CH3:24][O:23][CH:17]1[CH:16]([CH2:15][NH:13][C:11]([NH:10][C:7]2[CH:6]=[CH:5][C:4]([N+:1]([O-:3])=[O:2])=[CH:9][CH:8]=2)=[O:12])[CH2:20][CH:19]([O:21][CH3:22])[O:18]1. Procedure: 25.1 g (0.15 mol) of 4-nitrophenylurea were dissolved in 150 ml of methylene chloride. The solution was filtered and then 27.0 g (0.17 mol) of 3-aminomethyl-2,5-dimethoxytetrahydrofuran dissolved in 150 ml of methylene chloride were added dropwise at 0° C. The mixture was stirred at room temperature for 1 h and the resulting precipitate was filtered off with suction. 45 g (91%) of the product were obtained. Melting point 172°-174° C.